This data is from the Open Reaction Database (ORD), a public repository of structured organic reaction records. The task is: describe an organic reaction: reactants, conditions, products, and yield Starting materials: C=CC#N, CCO, c1ccc(C(c2ccccc2)C2CCNCC2)cc1. Yields the product N#CCCN1CCC(C(c2ccccc2)c2ccccc2)CC1. RXN SMILES: [CH2:20]=[CH:21][C:22]#[N:23].[CH3:24][CH2:25][OH:26].[c:1]1([CH:7]([CH:8]2[CH2:9][CH2:10][NH:11][CH2:12][CH2:13]2)[c:14]2[cH:15][cH:16][cH:17][cH:18][cH:19]2)[cH:2][cH:3][cH:4][cH:5][cH:6]1>>[c:1]1([CH:7]([CH:8]2[CH2:9][CH2:10][N:11]([CH2:20][CH2:21][C:22]#[N:23])[CH2:12][CH2:13]2)[c:14]2[cH:15][cH:16][cH:17][cH:18][cH:19]2)[cH:2][cH:3][cH:4][cH:5][cH:6]1. Starting materials: [OH-].[Li+] (lithium hydroxide), C(C)(C)(C)C1=C(C=CC(=C1)C)N1CCN(CC1)C(CC(=O)OCC)=O (ethyl 3-[4-(2-tert-butyl-4-methylphenyl)piperazin-1-yl]-3-oxopropanoate), Cl (hydrochloric acid). Run in C1CCOC1 (THF). Yields the product C(C)(C)(C)C1=C(C=CC(=C1)C)N1CCN(CC1)C(CC(=O)O)=O (3-[4-(2-tert-butyl-4-methylphenyl)piperazin-1-yl]-3-oxopropanoic acid). The yield is 95.8%. Reaction SMILES: [C:1]([C:5]1[CH:10]=[C:9]([CH3:11])[CH:8]=[CH:7][C:6]=1[N:12]1[CH2:17][CH2:16][N:15]([C:18](=[O:25])[CH2:19][C:20]([O:22]CC)=[O:21])[CH2:14][CH2:13]1)([CH3:4])([CH3:3])[CH3:2].[OH-].[Li+].Cl>C1COCC1>[C:1]([C:5]1[CH:10]=[C:9]([CH3:11])[CH:8]=[CH:7][C:6]=1[N:12]1[CH2:13][CH2:14][N:15]([C:18](=[O:25])[CH2:19][C:20]([OH:22])=[O:21])[CH2:16][CH2:17]1)([CH3:4])([CH3:2])[CH3:3] |f:1.2|. Procedure details: To a stirred solution of ethyl 3-[4-(2-tert-butyl-4-methylphenyl)piperazin-1-yl]-3-oxopropanoate (Example 83, 0.210 g, 0.61 mmol) in THF (5 mL) stirring at 0° C. was added 1 M lithium hydroxide solution (5 mL, 5 mmol). After 2 h the reaction mixture was acidified with 1 M hydrochloric acid solution and extracted with ethyl acetate. The organic layer was washed with brine, dried over MgSO4, and the solvent was to evaporated under reduced pressure to provide 3-[4-(2-tert-butyl-4-methylphenyl)piper...